From a dataset of the Open Reaction Database (ORD), a public repository of structured organic reaction records. describe an organic reaction: reactants, conditions, products, and yield Reactants: C(CCC)[Li] (n-Butyllithium), [Br-].CN(CC[P+](C1=CC=CC=C1)(C1=CC=CC=C1)C1=CC=CC=C1)C (2-dimethylaminoethyl triphenylphosphonium bromide), C(CC(O)(C(=O)O)CC(=O)O)(=O)O (citric acid), CN(C/C=C/C1CN(CCC1)CCOC1=CC=CC=C1)C ((E)-3-(3-dimethylamino-1-propenyl)-1-(2-phenoxyethyl)piperidine), O(C1=CC=CC=C1)CCN1CC(CCC1)C=O (N-(2-phenoxyethyl)piperidine-3-carbaldehyde), oil. Solvent: C1CCOC1 (THF), C1CCOC1 (THF), Petroleum ether, CCOCC (ether). Run at temperature 0 celsius, time 64 hour. The product is C(CC(O)(C(=O)O)CC(=O)O)(=O)O.C(CC(O)(C(=O)O)CC(=O)O)(=O)O.CN(C/C=C/C1CN(CCC1)CCOC1=CC=CC=C1)C ((E)-3-(3-dimethylamino-1-propenyl)-1-(2-phenoxyethyl)piperidine dicitrate). As a reaction SMILES: C([Li])CCC.[Br-].CN(C)CC[P+](C1C=CC=CC=1)(C1C=CC=CC=1)C1C=CC=CC=1.O(CCN1CCCC(C=O)C1)C1C=CC=CC=1.[CH3:48][N:49]([CH3:68])[CH2:50]/[CH:51]=[CH:52]/[CH:53]1[CH2:58][CH2:57][CH2:56][N:55]([CH2:59][CH2:60][O:61][C:62]2[CH:67]=[CH:66][CH:65]=[CH:64][CH:63]=2)[CH2:54]1.[C:69]([OH:81])(=[O:80])[CH2:70][C:71]([CH2:76][C:77]([OH:79])=[O:78])([C:73]([OH:75])=[O:74])[OH:72]>C1COCC1.CCOCC>[C:69]([OH:81])(=[O:80])[CH2:70][C:71]([CH2:76][C:77]([OH:79])=[O:78])([C:73]([OH:75])=[O:74])[OH:72].[C:69]([OH:81])(=[O:80])[CH2:70][C:71]([CH2:76][C:77]([OH:79])=[O:78])([C:73]([OH:75])=[O:74])[OH:72].[CH3:68][N:49]([CH3:48])[CH2:50]/[CH:51]=[CH:52]/[CH:53]1[CH2:58][CH2:57][CH2:56][N:55]([CH2:59][CH2:60][O:61][C:62]2[CH:63]=[CH:64][CH:65]=[CH:66][CH:67]=2)[CH2:54]1 |f:1.2,8.9.10|. Procedure details: n-Butyllithium (4.1 ml, 2.5M solution in hexanes) was added to a mixture of 2-dimethylaminoethyl triphenylphosphonium bromide (4.71 g) in dry THF (50 ml) with stirring at 0° C. under nitrogen. The mixture was stirred at 0° C. for 30 minutes and then a solution of N-(2-phenoxyethyl)piperidine-3-carbaldehyde (2.41 g) in THF (5 ml) was added dropwise at 0° C. with stirring. The mixture was allowed to warm to ambient temperature and then boiled under reflux for 18 hours under nitrogen. The mixture w... Starting materials: CC(C)(C)S(N)=O, CC1CCCO1, CCOC(C)=O, CC[O-], CC[O-], CC[O-], CC[O-], COC1CCC2(CC1)Cc1ccc(OCCCF)cc1C2=O, O, [Ti+4]. The product is COC1CCC2(CC1)Cc1ccc(OCCCF)cc1C2=NS(=O)C(C)(C)C. RXN SMILES: [CH3:23][C:24]([CH3:25])([CH3:26])[S:27](=[O:28])[NH2:29].[CH3:31][CH:32]1[CH2:33][CH2:34][CH2:35][O:36]1.[CH3:37][CH2:38][O:39][C:40]([CH3:41])=[O:42].[CH3:43][CH2:44][O-:45].[CH3:47][CH2:48][O-:49].[CH3:50][CH2:51][O-:52].[CH3:53][CH2:54][O-:55].[F:1][CH2:2][CH2:3][CH2:4][O:5][c:6]1[cH:7][cH:8][c:9]2[c:20]([cH:21]1)[C:19](=[O:22])[C:11]1([CH2:10]2)[CH2:12][CH2:13][CH:14]([O:17][CH3:18])[CH2:15][CH2:16]1.[OH2:30].[Ti+4:46]>>[F:1][CH2:2][CH2:3][CH2:4][O:5][c:6]1[cH:7][cH:8][c:9]2[c:20]([cH:21]1)[C:19](=[N:29][S:27]([C:24]([CH3:23])([CH3:25])[CH3:26])=[O:28])[C:11]1([CH2:10]2)[CH2:12][CH2:13][CH:14]([O:17][CH3:18])[CH2:15][CH2:16]1. Yield: 46.2%. The solvent is O (H2O), CN(C)C=O (DMF), CN(C)C=O (DMF). The reactants are Cl (HCl), [H-].[Na+] (NaH), ClC1=CC=C(C=C1)CC#N (4-chloro-benzeneacetonitrile), BrC1=C(C(=CC(=C1)[N+](=O)[O-])Br)OC (1,3-dibromo-2-methoxy-5-nitro-benzene). Procedure: NaH (0.0772 mol) was added portionwise at 0° C. under N2 flow to a mixture of 4-chloro-benzeneacetonitrile (0.0643 mol) in DMF (50 ml). The mixture was stirred at 0° C. under N2 flow for 1 hour. A mixture of 1,3-dibromo-2-methoxy-5-nitro-benzene (0.0643 mol) in DMF (50 ml) was added at 0° C. under N2 flow. The mixture was stirred at RT for 3 hours, hydrolized with H2O and HCl 3N and extracted with EtOAc. The organic layer was separated, dried, filtered and the solvent was evaporated. The residue... RXN SMILES: [H-].[Na+].[Cl:3][C:4]1[CH:9]=[CH:8][C:7]([CH2:10][C:11]#[N:12])=[CH:6][CH:5]=1.[Br:13][C:14]1[CH:19]=[C:18]([N+:20]([O-:22])=[O:21])[CH:17]=[C:16]([Br:23])[C:15]=1OC.Cl>CN(C=O)C.O>[Br:13][C:14]1[CH:19]=[C:18]([N+:20]([O-:22])=[O:21])[CH:17]=[C:16]([Br:23])[C:15]=1[CH:10]([C:7]1[CH:8]=[CH:9][C:4]([Cl:3])=[CH:5][CH:6]=1)[C:11]#[N:12] |f:0.1|. The product is BrC1=C(C(=CC(=C1)[N+](=O)[O-])Br)C(C#N)C1=CC=C(C=C1)Cl ((±)-2,6-dibromo-α-(4-chlorophenyl)-4-nitrobenzeneacetonitrile). Conditions: temperature 0 celsius, time 1 hour. The reactants are C(C)(C)(C)C1=NOC(C1)P(OCC)(OCC)=O (Diethyl 3-tert.butyl-2-isoxazolin-5-ylphosphonate). Solvent: Br (HBr), C(C)(=O)O (acetic acid). Reaction SMILES: [C:1]([C:5]1[CH2:9][CH:8]([P:10](=[O:17])([O:14]CC)[O:11]CC)[O:7][N:6]=1)([CH3:4])([CH3:3])[CH3:2]>Br.C(O)(=O)C>[C:1]([C:5]1[CH2:9][CH:8]([P:10](=[O:11])([OH:17])[OH:14])[O:7][N:6]=1)([CH3:4])([CH3:2])[CH3:3]. Product: C(C)(C)(C)C1=NOC(C1)P(O)(O)=O (3-tert.butyl-2-isoxazolin-5-ylphosphonic acid). Reported procedure: 39.6 g (0.15 mol) of the compound from Example 26 are dissolved in a mixture of 100 ml of 33% strength HBr/glacial acetic acid solution and 50 ml of glacial acetic acid. Reactants: O=C([O-])[O-], CN(C)C=O, COC(=O)Cc1c[nH]cc1C(=O)OC, COc1cc(C(O[Si](C)(C)C(C)(C)C)C(COS(C)(=O)=O)CC2Cc3ccccc3C2)cc(OC)c1C, [Cs+], [Cs+], O. The product is COC(=O)Cc1cn(CC(CC2Cc3ccccc3C2)C(O[Si](C)(C)C(C)(C)C)c2cc(OC)c(C)c(OC)c2)cc1C(=O)OC. RXN SMILES: [C:57](=[O:58])([O-:59])[O-:60].[CH3:1][N:2]([CH3:3])[CH:4]=[O:5].[CH3:43][O:44][C:45](=[O:46])[c:47]1[cH:48][nH:49][cH:50][c:51]1[CH2:52][C:53](=[O:54])[O:55][CH3:56].[CH3:6][S:7]([O:8][CH2:11][CH:12]([CH:13]([c:14]1[cH:15][c:16]([O:23][CH3:24])[c:17]([CH3:22])[c:18]([O:20][CH3:21])[cH:19]1)[O:25][Si:26]([CH3:27])([CH3:28])[C:29]([CH3:30])([CH3:31])[CH3:32])[CH2:33][CH:34]1[CH2:35][c:36]2[cH:37][cH:38][cH:39][cH:40][c:41]2[CH2:42]1)(=[O:9])=[O:10].[Cs+:61].[Cs+:62].[OH2:63]>>[CH2:11]([CH:12]([CH:13]([c:14]1[cH:15][c:16]([O:23][CH3:24])[c:17]([CH3:22])[c:18]([O:20][CH3:21])[cH:19]1)[O:25][Si:26]([CH3:27])([CH3:28])[C:29]([CH3:30])([CH3:31])[CH3:32])[CH2:33][CH:34]1[CH2:35][c:36]2[cH:37][cH:38][cH:39][cH:40][c:41]2[CH2:42]1)[n:49]1[cH:48][c:47]([C:45]([O:44][CH3:43])=[O:46])[c:51]([CH2:52][C:53](=[O:54])[O:55][CH3:56])[cH:50]1.